This data is from the Open Reaction Database (ORD), a public repository of structured organic reaction records. The task is: describe an organic reaction: reactants, conditions, products, and yield Reactants: CCO, CSC1=Nc2ccc(Cl)cc2C(c2ccccc2)=NC1, NN, O. The product is NNC1=Nc2ccc(Cl)cc2C(c2ccccc2)=NC1. RXN SMILES: [CH3:24][CH2:25][OH:26].[Cl:1][c:2]1[cH:3][cH:4][c:5]2[c:6]([cH:20]1)[C:7]([c:14]1[cH:15][cH:16][cH:17][cH:18][cH:19]1)=[N:8][CH2:9][C:10]([S:12][CH3:13])=[N:11]2.[NH2:22][NH2:23].[OH2:21]>>[Cl:1][c:2]1[cH:3][cH:4][c:5]2[c:6]([cH:20]1)[C:7]([c:14]1[cH:15][cH:16][cH:17][cH:18][cH:19]1)=[N:8][CH2:9][C:10]([NH:22][NH2:23])=[N:11]2. The reactants are COC1=CC=C(C=C1)SC1=C(C=C(C(=O)Cl)C=C1)NC=1C2=C(N=CN1)N=CC=C2 (4-(4-Methoxy-phenylsulfanyl)-3-(pyrido[2,3-d]pyrimidin-4-ylamino)-benzoyl chloride), COC1=CC=C(C=C1)SC1=C(C=C(C(=O)Cl)C=C1)NC=1C2=C(N=CN1)N=CC=C2 (4-(4-Methoxy-phenylsulfanyl)-3-(pyrido[2,3-d]pyrimidin-4-ylamino)-benzoyl chloride), NC1=CC=C(C#N)C=C1 (4-aminobenzonitrile), C(C)(C)C=1C=CC2=C(N=CN=C2NC=2C=C(C(=O)Cl)C=CC2SC2=CC=C(C=C2)OC)N1 (3-(7-Isopropyl-pyrido[2,3-d]pyrimidin-4-ylamino)-4-(4-methoxy-phenylsulfanyl)-benzoyl chloride), NC1=CC=C(C(=C1)O)C (5-amino-o-cresol). Solvent: CO (methanol). Yields the product C(#N)C1=CC=C(C=C1)NC(C1=CC(=C(C=C1)SC1=CC=C(C=C1)OC)NC=1C2=C(N=CN1)N=CC=C2)=O (N-(4-Cyano-phenyl)-4-(4-methoxy-phenylsulfanyl)-3-(pyrido[2,3-d]pyrimidin-4-ylamino)-benzamide). RXN SMILES: [CH3:1][O:2][C:3]1[CH:8]=[CH:7][C:6]([S:9][C:10]2[CH:18]=[CH:17][C:13]([C:14](Cl)=[O:15])=[CH:12][C:11]=2[NH:19][C:20]2[C:21]3[CH:29]=[CH:28][CH:27]=[N:26][C:22]=3[N:23]=[CH:24][N:25]=2)=[CH:5][CH:4]=1.[NH2:30][C:31]1[CH:38]=[CH:37][C:34]([C:35]#[N:36])=[CH:33][CH:32]=1.NC1C=C(O)C(C)=CC=1.C(C1C=CC2C(NC3C=C(C=CC=3SC3C=CC(OC)=CC=3)C(Cl)=O)=NC=NC=2N=1)(C)C>CO>[C:35]([C:34]1[CH:37]=[CH:38][C:31]([NH:30][C:14](=[O:15])[C:13]2[CH:17]=[CH:18][C:10]([S:9][C:6]3[CH:7]=[CH:8][C:3]([O:2][CH3:1])=[CH:4][CH:5]=3)=[C:11]([NH:19][C:20]3[C:21]4[CH:29]=[CH:28][CH:27]=[N:26][C:22]=4[N:23]=[CH:24][N:25]=3)[CH:12]=2)=[CH:32][CH:33]=1)#[N:36]. Procedure details: The product from Example 260B was reacted with 4-aminobenzonitrile according to the procedure from Example 137C substituting 4-aminobenzonitrile for 5-amino-o-cresol and substituting the product from Example 260B for the product from Example 137B to provide the title compound as an off white solid after trituration of the reaction product from methanol (51.5 mg, 62%). 1H NMR (300 MHz, DMSO-D6) δ ppm: 11.11 (s, 1 H), 10.62 (s, 1 H), 9.11 (s, 1 H), 9.00 (d, J=5.51 Hz, 1 H), 8.57-8.80 (m, 1 H), 7.9... Starting materials: CS(C)=O, [Cu]I, COc1cccc(I)c1, [K+], [K+], [K+], Nc1ncccc1-c1ccc(O)cc1, O=C(O)c1ccccn1, O=P([O-])([O-])[O-]. The product is COc1cccc(Oc2ccc(-c3cccnc3N)cc2)c1. As a reaction SMILES: [CH3:43][S:44]([CH3:45])=[O:46].[Cu:41][I:42].[I:32][c:33]1[cH:34][c:35]([O:39][CH3:40])[cH:36][cH:37][cH:38]1.[K+:29].[K+:30].[K+:31].[NH2:10][c:11]1[n:12][cH:13][cH:14][cH:15][c:16]1-[c:17]1[cH:18][cH:19][c:20]([OH:23])[cH:21][cH:22]1.[OH:1][C:2]([c:3]1[n:4][cH:5][cH:6][cH:7][cH:8]1)=[O:9].[P:24]([O-:25])([O-:26])([O-:27])=[O:28]>>[NH2:10][c:11]1[n:12][cH:13][cH:14][cH:15][c:16]1-[c:17]1[cH:18][cH:19][c:20]([O:23][c:33]2[cH:34][c:35]([O:39][CH3:40])[cH:36][cH:37][cH:38]2)[cH:21][cH:22]1. Starting materials: CO, COP(=O)(OC)C(O)C=C(C)C. Yields the product COP(=O)(OC)C(O)CC(C)C. Reaction SMILES: [CH3:13][OH:14].[OH:1][CH:2]([CH:3]=[C:4]([CH3:5])[CH3:6])[P:7]([O:8][CH3:9])([O:10][CH3:11])=[O:12]>>[OH:1][CH:2]([CH2:3][CH:4]([CH3:5])[CH3:6])[P:7]([O:8][CH3:9])([O:10][CH3:11])=[O:12]. The reactants are Cl (hydrochloric acid), C(O)([O-])=O.[Na+] (sodium hydrogen carbonate), C(C1=CC=CC=C1)OC1=C(C=C2C(=C(N(C(C2=C1)=O)C1=CC=C(C=C1)NC(=O)OC(C)(C)C)C(=O)OC)C1=CC(=C(C(=C1)OC)Br)OC)OC (7-benzyloxy4-(4-bromo-3,5-dimethoxyphenyl)-2-[4-(tert-butoxycarbonylamino)phenyl]-6-methoxy-3-methoxycarbonyl-1(2H)-isoquinolinone), [OH-].[Na+] (sodium hydroxide). Solvent: CO (methanol), O1CCOCC1 (1,4-dioxane). Run at temperature 90 celsius, time 1.5 hour. Yields the product NC1=CC=C(C=C1)N1C(C2=CC(=C(C=C2C(=C1C(=O)OC)C1=CC(=C(C(=C1)OC)Br)OC)OC)O)=O (2-(4-aminophenyl)-4-(4-bromo-3,5-dimethoxyphenyl)-7-hydroxy-6-methoxy-3-methoxycarbonyl-1(2H)-isoquinolinone). The yield is 93.2%. As a reaction SMILES: C([O:8][C:9]1[CH:18]=[C:17]2[C:12]([C:13]([C:38]3[CH:43]=[C:42]([O:44][CH3:45])[C:41]([Br:46])=[C:40]([O:47][CH3:48])[CH:39]=3)=[C:14]([C:34]([O:36][CH3:37])=[O:35])[N:15]([C:20]3[CH:25]=[CH:24][C:23]([NH:26]C(OC(C)(C)C)=O)=[CH:22][CH:21]=3)[C:16]2=[O:19])=[CH:11][C:10]=1[O:49][CH3:50])C1C=CC=CC=1.Cl.[OH-].[Na+].C(=O)([O-])O.[Na+]>O1CCOCC1.CO>[NH2:26][C:23]1[CH:24]=[CH:25][C:20]([N:15]2[C:14]([C:34]([O:36][CH3:37])=[O:35])=[C:13]([C:38]3[CH:43]=[C:42]([O:44][CH3:45])[C:41]([Br:46])=[C:40]([O:47][CH3:48])[CH:39]=3)[C:12]3[C:17](=[CH:18][C:9]([OH:8])=[C:10]([O:49][CH3:50])[CH:11]=3)[C:16]2=[O:19])=[CH:21][CH:22]=1 |f:2.3,4.5|. Procedure: The compound obtained in Example 317 (3.66 g) is dissolved in 1,4-dioxane (45 ml), and thereto are added conc. hydrochloric acid (50 ml) and methanol (5 ml). The mixture is heated with stirring at 90° C. for 1.5 hour. To the mixture is added gradually a 2M aqueous sodium hydroxide solution (200 ml) under ice-cooling, and the mixture is neutralized with a saturated aqueous sodium hydrogen carbonate solution. The mixture is extracted with ethyl acetate, and the extract is washed, dried, and concen... Reactants: O=C1SC2=C(N1CC(=O)OC)C=C(C(=C2)Br)Cl (methyl 2-oxo-5-chloro-6-bromo-3-benzothiazolineacetate), CO (methanol), [OH-].[Na+] (sodium hydroxide), ice water. Solvent: O (water). Run at time 1.5 hour. Product: O=C1SC2=C(N1CC(=O)O)C=C(C(=C2)Br)Cl (2-oxo-5-chloro-6-bromo-3-benzothiazolineacetic acid). The yield is 78.3%. As a reaction SMILES: [O:1]=[C:2]1[N:6]([CH2:7][C:8]([O:10]C)=[O:9])[C:5]2[CH:12]=[C:13]([Cl:17])[C:14]([Br:16])=[CH:15][C:4]=2[S:3]1.CO.[OH-].[Na+]>O>[O:1]=[C:2]1[N:6]([CH2:7][C:8]([OH:10])=[O:9])[C:5]2[CH:12]=[C:13]([Cl:17])[C:14]([Br:16])=[CH:15][C:4]=2[S:3]1 |f:2.3|. Procedure details: A mixture of methyl 2-oxo-5-chloro-6-bromo-3-benzothiazolineacetate (2.0 g), methanol (250 ml) and 10% sodium hydroxide aqueous solution (2.5 ml) was refluxed with stirring for 1.5 hours and then cooled with ice-water to give crystals, which were separated by filtration. The filtrate was concentrated under reduced pressure to give crystals. The combined crystals were dissolved in water (80 ml) under heating and then insoluble materials were removed by filtration. The filtrate was adjusted at pH ... The reactants are C(C1=CC=CC=C1)(=O)N1C(N(C=C(C1=O)I)CCCN1C[C@]2(C[C@H]2C1)C1=CC=C(C=C1)C(F)(F)F)=O (3-Benzoyl-5-iodo-1-{3-[(1S,5R)-1-(4-trifluoromethyl-phenyl)-3-aza-bicyclo[3.1.0]hex-3-yl]-propyl}-1H-pyrimidine-2,4-dione). The solvent is N (NH3), CO (MeOH). Run at time 1 hour. Product: IC=1C(NC(N(C1)CCCN1C[C@]2(C[C@H]2C1)C1=CC=C(C=C1)C(F)(F)F)=O)=O (5-Iodo-1-{3-[(1S,5R)-1-(4-trifluoromethyl-phenyl)-3-aza-bicyclo[3.1.0]hex-3-yl]-propyl}-1H-pyrimidine-2,4-dione). The yield is 73.9%. RXN SMILES: C([N:9]1[C:14](=[O:15])[C:13]([I:16])=[CH:12][N:11]([CH2:17][CH2:18][CH2:19][N:20]2[CH2:25][C@H:24]3[C@:22]([C:26]4[CH:31]=[CH:30][C:29]([C:32]([F:35])([F:34])[F:33])=[CH:28][CH:27]=4)([CH2:23]3)[CH2:21]2)[C:10]1=[O:36])(=O)C1C=CC=CC=1>N.CO>[I:16][C:13]1[C:14](=[O:15])[NH:9][C:10](=[O:36])[N:11]([CH2:17][CH2:18][CH2:19][N:20]2[CH2:25][C@H:24]3[C@:22]([C:26]4[CH:27]=[CH:28][C:29]([C:32]([F:35])([F:34])[F:33])=[CH:30][CH:31]=4)([CH2:23]3)[CH2:21]2)[CH:12]=1. Procedure details: 3-Benzoyl-5-iodo-1-{3-[(1S,5R)-1-(4-trifluoromethyl-phenyl)-3-aza-bicyclo[3.1.0]hex-3-yl]-propyl}-1H-pyrimidine-2,4-dione (Prep 39, 840 mg, 1.38 mmol) was dissolved in 10% NH3 in MeOH solution (5 mL). The mixture was stirred at room temperature for 1 hour, the solvent was then evaporated under vacuum and the crude purified by flash chromatography with DCM-MeOH—NH4OH (98-2-1) to give the title compound as a white solid (515 mg, 74% yield). Starting materials: [N+](=O)([O-])C1=CC=C(C=C1)C=1C(NC=CC1)=O (3-(4-Nitrophenyl)-1H-pyridin-2-one), C(C)OC(CCC1=CC=C(C=C1)CCl)=O (3-(4-chloromethyl-phenyl)propionic acid ethyl ester), C([O-])([O-])=O.[Cs+].[Cs+] (cesium carbonate). Reaction SMILES: [N+:1]([C:4]1[CH:9]=[CH:8][C:7]([C:10]2[C:11](=[O:16])[NH:12][CH:13]=[CH:14][CH:15]=2)=[CH:6][CH:5]=1)([O-:3])=[O:2].[CH2:17]([O:19][C:20](=[O:31])[CH2:21][CH2:22][C:23]1[CH:28]=[CH:27][C:26]([CH2:29]Cl)=[CH:25][CH:24]=1)[CH3:18].C(=O)([O-])[O-].[Cs+].[Cs+]>CN(C)C=O>[CH2:17]([O:19][C:20](=[O:31])[CH2:21][CH2:22][C:23]1[CH:24]=[CH:25][C:26]([CH2:29][N:12]2[CH:13]=[CH:14][CH:15]=[C:10]([C:7]3[CH:8]=[CH:9][C:4]([N+:1]([O-:3])=[O:2])=[CH:5][CH:6]=3)[C:11]2=[O:16])=[CH:27][CH:28]=1)[CH3:18] |f:2.3.4|. Reported procedure: 3-(4-Nitrophenyl)-1H-pyridin-2-one (P3, 200 mg, 0.93 mmol), 3-(4-chloromethyl-phenyl)propionic acid ethyl ester (P6, 270 mg, 1.20 mmol) and cesium carbonate (900 mg, 2.78 mmol) were stirred for 18 hours in dimethyl formamide (5 mL) at room temperature. The reaction mixture was filtered through celite (Diatomaceous Earth), concentrated and the crude mixture was purified by chromatography on silica gel (50% v/v ethyl acetate in petroleum ether) to afford the title compound as a solid. Product: C(C)OC(CCC1=CC=C(C=C1)CN1C(C(=CC=C1)C1=CC=C(C=C1)[N+](=O)[O-])=O)=O (3-{4-[3-(4-Nitrophenyl)-2-oxo-2H-pyridin-1-ylmethyl]phenyl}propionic acid ethyl ester). Solvent: CN(C=O)C (dimethyl formamide). Reactants: C(C)C1(C(C2=CC(=C(C(=C2C1=O)C)C)OC)=O)CC (2,2-diethyl-4,5-dimethyl-6-methoxy-indan-1,3-dione), Cl.N1=CC=CC=C1 (pyridine hydrochloride). The solvent is O (water). Run at temperature 180 celsius. The product is C(C)C1(C(C2=CC(=C(C(=C2C1=O)C)C)O)=O)CC (2,2-Diethyl-4,5-dimethyl-6-hydroxy-indan-1,3-dione). As a reaction SMILES: [CH2:1]([C:3]1([CH2:18][CH3:19])[C:11](=[O:12])[C:10]2[C:5](=[CH:6][C:7]([O:15]C)=[C:8]([CH3:14])[C:9]=2[CH3:13])[C:4]1=[O:17])[CH3:2].Cl.N1C=CC=CC=1>O>[CH2:18]([C:3]1([CH2:1][CH3:2])[C:11](=[O:12])[C:10]2[C:5](=[CH:6][C:7]([OH:15])=[C:8]([CH3:14])[C:9]=2[CH3:13])[C:4]1=[O:17])[CH3:19] |f:1.2|. Procedure details: A mixture of 2,2-diethyl-4,5-dimethyl-6-methoxy-indan-1,3-dione (5.5 g., 0.021 mole) and pyridine hydrochloride (50 g.) is heated at 180°C. for six hours then poured into water (1 l) affording 4.0 g. of 2,2-diethyl-4,5-dimethyl-6-hydroxy-indan-1,3-dione which melts at 141°-142°C. after recrystallization from methanol-water. The reactants are 20, C(C)(C)N(CCC(C#N)C1=CC=CC=C1)C(C)C (α-[2-(diisopropylamino)ethyl]-α-phenylacetonitrile), [NH2-].[Na+] (sodium amide), C1(=CC=CC=C1)C (toluene), ClCCN(C(C)C)C(C)C (2-chloro-N,N-diisopropylethylamine), C1(=CC=CC=C1)C (toluene). The solvent is O (water). Product: C(C)(C)N(CCC(C#N)(C1=CC=CC=C1)CCN(C(C)C)C(C)C)C(C)C (α,α-bis[2-(diisopropylamino)ethyl]-α-phenylacetonitrile). RXN SMILES: [CH:1]([N:4]([CH:16]([CH3:18])[CH3:17])[CH2:5][CH2:6][CH:7]([C:10]1[CH:15]=[CH:14][CH:13]=[CH:12][CH:11]=1)[C:8]#[N:9])([CH3:3])[CH3:2].[NH2-].[Na+].C1(C)C=CC=CC=1.Cl[CH2:29][CH2:30][N:31]([CH:35]([CH3:37])[CH3:36])[CH:32]([CH3:34])[CH3:33]>O>[CH:16]([N:4]([CH:1]([CH3:3])[CH3:2])[CH2:5][CH2:6][C:7]([CH2:29][CH2:30][N:31]([CH:35]([CH3:37])[CH3:36])[CH:32]([CH3:34])[CH3:33])([C:10]1[CH:11]=[CH:12][CH:13]=[CH:14][CH:15]=1)[C:8]#[N:9])([CH3:18])[CH3:17] |f:1.2|. Reported procedure: A solution of 20 parts of α-[2-(diisopropylamino)ethyl]-α-phenylacetonitrile and 4 parts of sodium amide in 180 parts by volume of toluene is heated to about 100° C. over a period of 15 minutes and then 18 parts of 2-chloro-N,N-diisopropylethylamine in 70 parts by volume of toluene is added slowly over a period of 20 minutes. This mixture is heated at 105°-110° C. for an hour and then cooled to room temperature when 200 parts by volume of water is added. The organic layer is separated, dried ove...